From a dataset of the Open Reaction Database (ORD), a public repository of structured organic reaction records. describe an organic reaction: reactants, conditions, products, and yield The reactants are C(C)(C)(C)OC(=O)N1[C@H](C(=O)O)C[C@H](C1)O (trans-N-(tert-butoxycarbonyl)-4-hydroxy-L-proline), C[N+]1(CCOCC1)[O-] (4-methylmorpholine N-oxide). Reagents/catalysts: [Ru](=O)(=O)(=O)[O-].C(CC)[N+](CCC)(CCC)CCC (Tetrapropylammonium perruthenate). The solvent is ClCCl (dichloromethane). Run at time 8 hour. Yields the product O=C1C[C@H](N(C1)C(=O)OC(C)(C)C)C(=O)OC (1-tert-butyl 2-methyl (2S)-4-oxopyrrolidine-1,2-dicarboxylate). As a reaction SMILES: [C:1]([O:5][C:6]([N:8]1[CH2:15][C@H:14]([OH:16])[CH2:13][C@H:9]1[C:10]([OH:12])=[O:11])=[O:7])([CH3:4])([CH3:3])[CH3:2].[CH3:17][N+]1([O-])CCOCC1>ClCCl.[Ru]([O-])(=O)(=O)=O.C([N+](CCC)(CCC)CCC)CC>[O:16]=[C:14]1[CH2:15][N:8]([C:6]([O:5][C:1]([CH3:4])([CH3:2])[CH3:3])=[O:7])[C@H:9]([C:10]([O:12][CH3:17])=[O:11])[CH2:13]1 |f:3.4|. Procedure: Tetrapropylammonium perruthenate (287 mg, 0.82 mmol) was added to a solution of trans-N-(tert-butoxycarbonyl)-4-hydroxy-L-proline (2.0 g, 8.15 mmol) and 4-methylmorpholine N-oxide (2.1 g, 17.9 mmol) in dichloromethane (50 mL). After stirring at ambient temperature overnight, the reaction mixture was concentrated in vacuo. Chromatography over silica eluting with 0-50% ethyl acetate/hexane afforded 1-tert-butyl 2-methyl (2S)-4-oxopyrrolidine-1,2-dicarboxylate. Starting materials: [OH-].[K+] (Potassium hydroxide), C(C)OC(=O)C1C(CC2N(CCC3=CC(=C(C=C23)OC)OC)C1)NC(=O)OC(C)(C)C ((RS,RS,RS)-2-tert-butoxycarbonylamino-9,10-dimethoxy-1,3,4,6,7,11b-hexahydro-2H-pyrido[2,1-a]isoquinoline-3-carboxylic acid ethyl ester). The solvent is O1CCCC1.O (tetrahydrofuran water). Product: C(C)(C)(C)OC(=O)NC1CC2N(CCC3=CC(=C(C=C23)OC)OC)CC1C(=O)O ((RS,RS,RS)-2-tert-Butoxycarbonylamino-9,10-dimethoxy-1,3,4,6,7,11b-hexahydro-2H-pyrido [2,1-a]isoquinoline-3-carboxylic acid). The yield is 99.4%. As a reaction SMILES: [OH-].[K+].C([O:5][C:6]([CH:8]1[CH2:25][N:12]2[CH2:13][CH2:14][C:15]3[C:20]([CH:11]2[CH2:10][CH:9]1[NH:26][C:27]([O:29][C:30]([CH3:33])([CH3:32])[CH3:31])=[O:28])=[CH:19][C:18]([O:21][CH3:22])=[C:17]([O:23][CH3:24])[CH:16]=3)=[O:7])C>O1CCCC1.O>[C:30]([O:29][C:27]([NH:26][CH:9]1[CH:8]([C:6]([OH:7])=[O:5])[CH2:25][N:12]2[CH2:13][CH2:14][C:15]3[C:20]([CH:11]2[CH2:10]1)=[CH:19][C:18]([O:21][CH3:22])=[C:17]([O:23][CH3:24])[CH:16]=3)=[O:28])([CH3:33])([CH3:31])[CH3:32] |f:0.1,3.4|. Procedure details: Potassium hydroxide pellets (86%, 4.47 g, 68.5 mmol) was added to a suspension of (RS,RS,RS)-2-tert-butoxycarbonylamino-9,10-dimethoxy-1,3,4,6,7,11b-hexahydro-2H-pyrido[2,1-a]isoquinoline-3-carboxylic acid ethyl ester (7.44 g, 17.1 mmol) in tetrahydrofuran/water 1:1 (140 mL). After heating 5 h at reflux, the mixture was concentrated in vacuo. The residue was taken up in 1M aq. potassium phosphate buffer (pH 6.85) and dichloromethane, and ethanol was added until a clear two-phase mixture was obta... Starting materials: CC[C@@H]1[C@@]([C@@H]([C@H](C(=O)[C@@H](C[C@@]([C@@H]([C@H]([C@@H]([C@H](C(=O)O1)C)O[C@H]2C[C@@]([C@H]([C@@H](O2)C)O)(C)OC)C)O[C@H]3[C@@H]([C@H](C[C@H](O3)C)N(C)C)O)(C)OC)C)C)O)(C)O (clarithromycin), CC[C@@H]1[C@@]([C@@H]([C@H](C(=O)[C@@H](C[C@@]([C@@H]([C@H]([C@@H]([C@H](C(=O)O1)C)O[C@H]2C[C@@]([C@H]([C@@H](O2)C)O)(C)OC)C)O[C@H]3[C@@H]([C@H](C[C@H](O3)C)N(C)C)O)(C)OC)C)C)O)(C)O (clarithromycin). Solvent: C(=O)O (formic acid). Product: CC[C@@H]1[C@@]([C@@H]([C@H](C(=O)[C@@H](C[C@@]([C@@H]([C@H]([C@@H]([C@H](C(=O)O1)C)O[C@H]2C[C@@]([C@H]([C@@H](O2)C)O)(C)OC)C)O[C@H]3[C@@H]([C@H](C[C@H](O3)C)N(C)C)O)(C)OC)C)C)O)(C)O.C(=O)[O-] (clarithromycin formate). Reaction SMILES: [CH3:1][CH2:2][C@H:3]1[O:18][C:16](=[O:17])[C@H:15]([CH3:19])[C@@H:14]([O:20][C@@H:21]2[O:26][C@@H:25]([CH3:27])[C@H:24]([OH:28])[C@@:23]([O:30][CH3:31])([CH3:29])[CH2:22]2)[C@H:13]([CH3:32])[C@@H:12]([O:33][C@@H:34]2[O:39][C@H:38]([CH3:40])[CH2:37][C@H:36]([N:41]([CH3:43])[CH3:42])[C@H:35]2[OH:44])[C@@:11]([O:46][CH3:47])([CH3:45])[CH2:10][C@@H:9]([CH3:48])[C:7](=[O:8])[C@H:6]([CH3:49])[C@@H:5]([OH:50])[C@@:4]1([OH:52])[CH3:51]>C(O)=O>[CH3:1][CH2:2][C@H:3]1[O:18][C:16](=[O:17])[C@H:15]([CH3:19])[C@@H:14]([O:20][C@@H:21]2[O:26][C@@H:25]([CH3:27])[C@H:24]([OH:28])[C@@:23]([O:30][CH3:31])([CH3:29])[CH2:22]2)[C@H:13]([CH3:32])[C@@H:12]([O:33][C@@H:34]2[O:39][C@H:38]([CH3:40])[CH2:37][C@H:36]([N:41]([CH3:42])[CH3:43])[C@H:35]2[OH:44])[C@@:11]([O:46][CH3:47])([CH3:45])[CH2:10][C@@H:9]([CH3:48])[C:7](=[O:8])[C@H:6]([CH3:49])[C@@H:5]([OH:50])[C@@:4]1([OH:52])[CH3:51].[CH:16]([O-:18])=[O:17] |f:2.3|. Reported procedure: Specifically, clarithromycin is dissolved in an organic solvent at a temperature ranging from room temperature to the boiling point of the solvent for a period sufficient to make a solution or suspension. Then, formic acid, neat or dissolved in an organic solvent, is added to the solution or suspension in an amount ranging from 1 to 5 moles based on 1 mole of clarithromycin. The mixture may then be optionally kept at a temperature in the range of room temperature to the boiling point of the solv... Starting materials: C=1C=CC2=C(C1)N=NN2O (HOBt), O=C(CC(=O)O)N1CCN(CC1)C(C1=C(C=CC=C1)C(F)(F)F)=O (3-oxo-3-[4-(2-trifluoromethyl-benzoyl)-piperazin-1-yl]-propionic acid), CN(C)C=O (DMF), 4-[1,2,4]oxadiazol-3-yl-phenylamine-2-yl-amine, CCN=C=NCCCN(C)C.Cl (EDCI.HCl). The reagents and catalysts are CN(C)C=1C=CN=CC1 (DMAP). Run in O (water). Run at temperature 10 celsius, time 8 hour. The product is O1N=C(N=C1)C1=CC=C(C=C1)NC(CC(N1CCN(CC1)C(C1=C(C=CC=C1)C(F)(F)F)=O)=O)=O (N-(4-[1,2,4]oxadiazol-3-yl-phenyl)-3-oxo-3-[4-(2-trifluoromethyl-benzoyl)-piperazin-1-yl]-propionamide). Isolated yield 48.0%. RXN SMILES: [CH:1]1[CH:2]=[CH:3][C:4]2[N:9](O)N=N[C:5]=2[CH:6]=1.[O:11]=[C:12]([N:17]1[CH2:22][CH2:21][N:20]([C:23](=[O:34])[C:24]2[CH:29]=[CH:28][CH:27]=[CH:26][C:25]=2[C:30]([F:33])([F:32])[F:31])[CH2:19][CH2:18]1)[CH2:13][C:14]([OH:16])=O.C[CH2:36][N:37]=[C:38]=[N:39]CCCN(C)C.Cl.CN(C=[O:51])C>CN(C1C=CN=CC=1)C.O>[O:51]1[CH:36]=[N:37][C:38]([C:1]2[CH:6]=[CH:5][C:4]([NH:9][C:14](=[O:16])[CH2:13][C:12](=[O:11])[N:17]3[CH2:18][CH2:19][N:20]([C:23](=[O:34])[C:24]4[CH:29]=[CH:28][CH:27]=[CH:26][C:25]=4[C:30]([F:32])([F:31])[F:33])[CH2:21][CH2:22]3)=[CH:3][CH:2]=2)=[N:39]1 |f:2.3|. Procedure details: HOBt (153 mg, 1.13 mmol) and DMAP (172 mg, 1.4 mmol) were added to a stirred solution of 3-oxo-3-[4-(2-trifluoromethyl-benzoyl)-piperazin-1-yl]-propionic acid (325 mg, 9.45 mmol) in DMF (2 mL). The reaction mixture was cooled to 10° C. and EDCI.HCl (217 mg, 1.13 mmol) followed by 4-[1,2,4]oxadiazol-3-yl-phenylamine-2-yl-amine (152 mg, 9.4 mmol) were added. The reaction mixture was stirred at the room temperature overnight then diluted with water and the product extracted with ethyl acetate. The ... The reactants are ClCCl, CC(C)(C)OC(=O)N1CCC(NCC(=Cc2ccc(C(=O)NO)cc2)COc2cccc3ccccc23)C1, O=C(O)C(F)(F)F. Product: O=C(NO)c1ccc(C=C(CNC2CCNC2)COc2cccc3ccccc23)cc1. Reaction SMILES: [Cl:46][CH2:47][Cl:48].[OH:1][NH:2][C:3](=[O:4])[c:5]1[cH:6][cH:7][c:8]([CH:11]=[C:12]([CH2:13][NH:14][CH:15]2[CH2:16][N:17]([C:20]([O:21][C:22]([CH3:23])([CH3:24])[CH3:25])=[O:26])[CH2:18][CH2:19]2)[CH2:27][O:28][c:29]2[cH:30][cH:31][cH:32][c:33]3[cH:34][cH:35][cH:36][cH:37][c:38]23)[cH:9][cH:10]1.[OH:39][C:40]([C:41]([F:42])([F:43])[F:44])=[O:45]>>[OH:1][NH:2][C:3](=[O:4])[c:5]1[cH:6][cH:7][c:8]([CH:11]=[C:12]([CH2:13][NH:14][CH:15]2[CH2:16][NH:17][CH2:18][CH2:19]2)[CH2:27][O:28][c:29]2[cH:30][cH:31][cH:32][c:33]3[cH:34][cH:35][cH:36][cH:37][c:38]23)[cH:9][cH:10]1. Starting materials: [N+](=O)([O-])C1=C(C(=O)OCN2C(C=3C(C2=O)=CC=CC3)=O)C=CC=C1 (Phthalimidomethyl o-nitrobenzoate). The reagents and catalysts are [Pd] (palladium on charcoal). Solvent: C(C)(=O)O (acetic acid), C1CCOC1 (THF). Yields the product C(C=1C(N)=CC=CC1)(=O)OCN1C(C=2C(C1=O)=CC=CC2)=O (Phthalimidomethyl anthranilate). As a reaction SMILES: [N+:1]([C:4]1[CH:24]=[CH:23][CH:22]=[CH:21][C:5]=1[C:6]([O:8][CH2:9][N:10]1[C:14](=[O:15])[C:13]2=[CH:16][CH:17]=[CH:18][CH:19]=[C:12]2[C:11]1=[O:20])=[O:7])([O-])=O>C(O)(=O)C.C1COCC1.[Pd]>[C:6]([O:8][CH2:9][N:10]1[C:14](=[O:15])[C:13]2=[CH:16][CH:17]=[CH:18][CH:19]=[C:12]2[C:11]1=[O:20])(=[O:7])[C:5]1[C:4](=[CH:24][CH:23]=[CH:22][CH:21]=1)[NH2:1]. Reported procedure: Phthalimidomethyl o-nitrobenzoate (10 g) dissolved in a mixture of 60 ml acetic acid and 150 ml THF was hydrogenated with 10% palladium on charcoal catalyst (0.5 g) in a Parr shaker apparatus for 1 hour. The solution was filtered and the filtrate concentrated in vacuo. The crystalline product precipirated and was filtered off yielding 7.0 g, m.p. 160°-162° C.